This data is from the Open Reaction Database (ORD), a public repository of structured organic reaction records. The task is: describe an organic reaction: reactants, conditions, products, and yield The reactants are cyclic ketone, ( 4 ), N1C=CC2=CC=CC=C12 (indole), C1(=CC=CC=C1)NN (phenylhydrazine), hydrochloride salt, ( 3 ). Yields the product C1CCCC=2C3=CC=CC=C3NC12 (tetrahydrocarbazole), ( 5 ). RXN SMILES: [C:1]1([NH:7]N)[CH:6]=[CH:5][CH:4]=[CH:3][CH:2]=1.N1[C:17]2[C:12](=[CH:13][CH:14]=[CH:15][CH:16]=2)C=C1>>[CH2:6]1[C:1]2[NH:7][C:17]3[C:12](=[CH:13][CH:14]=[CH:15][CH:16]=3)[C:2]=2[CH2:3][CH2:4][CH2:5]1. Procedure: In Scheme II, Step A, a phenylhydrazine salt (for example the hydrochloride salt) of formula (4), is reacted with a cyclic ketone of formula (3) in a Fischer indole synthesis to provide a tetrahydrocarbazole of formula (5). The hydrazine and ketone are reacted in ethanol saturated with hydrogen chloride gas at reflux for about 10 to 48 hours and isolated using standard aqueous workup techniques. Alternatively the reaction can be accomplished without the hydrogen chloride gas simply by using a ph... Reactants: CN1CCOCC1, CCN=C=NCCCN(C)C, Cl, Nc1c(OC(Cn2ccnc2)c2ccccc2)ccc2c1CCCC2=O, CN(C)C=O, O=C(O)c1ccccn1, On1nnc2ccccc21. Product: O=C(Nc1c(OC(Cn2ccnc2)c2ccccc2)ccc2c1CCCC2=O)c1ccccn1. As a reaction SMILES: [CH3:46][N:47]1[CH2:48][CH2:49][O:50][CH2:51][CH2:52]1.[CH3:53][CH2:54][N:55]=[C:56]=[N:57][CH2:58][CH2:59][CH2:60][N:61]([CH3:62])[CH3:63].[ClH:64].[NH2:1][c:2]1[c:3]2[c:8]([cH:9][cH:10][c:11]1[O:12][CH:13]([CH2:14][n:15]1[cH:16][n:17][cH:18][cH:19]1)[c:20]1[cH:21][cH:22][cH:23][cH:24][cH:25]1)[C:7](=[O:26])[CH2:6][CH2:5][CH2:4]2.[O:65]=[CH:66][N:67]([CH3:68])[CH3:69].[OH:27][C:28](=[O:29])[c:30]1[cH:31][cH:32][cH:33][cH:34][n:35]1.[OH:36][n:37]1[c:38]2[c:39]([cH:40][cH:41][cH:42][cH:43]2)[n:44][n:45]1>>[NH:1]([c:2]1[c:3]2[c:8]([cH:9][cH:10][c:11]1[O:12][CH:13]([CH2:14][n:15]1[cH:16][n:17][cH:18][cH:19]1)[c:20]1[cH:21][cH:22][cH:23][cH:24][cH:25]1)[C:7](=[O:26])[CH2:6][CH2:5][CH2:4]2)[C:28](=[O:27])[c:30]1[cH:31][cH:32][cH:33][cH:34][n:35]1. Reactants: O (Water), CCOC(=O)C (EtOAc), C(C)OC(=O)C1=CC(=C(C=C1)C(O)C1=CC=C(C=C1)F)CO ((4-ethoxycarbonyl-2-hydroxymethylphenyl)(4-fluorophenyl)methanol). The solvent is OP(=O)(O)O (H3PO4). Conditions: temperature 80 celsius. The product is FC1=CC=C(C=C1)C1OCC2=CC(=CC=C12)C(=O)OCC (Ethyl 1-(4-fluorophenyl)-1,3-dihydroisobenzofuran-5-carboxylate). Reaction SMILES: [CH2:1]([O:3][C:4]([C:6]1[CH:11]=[CH:10][C:9]([CH:12]([C:14]2[CH:19]=[CH:18][C:17]([F:20])=[CH:16][CH:15]=2)O)=[C:8]([CH2:21][OH:22])[CH:7]=1)=[O:5])[CH3:2].O.CCOC(C)=O>OP(O)(O)=O>[F:20][C:17]1[CH:16]=[CH:15][C:14]([CH:12]2[C:9]3[C:8](=[CH:7][C:6]([C:4]([O:3][CH2:1][CH3:2])=[O:5])=[CH:11][CH:10]=3)[CH2:21][O:22]2)=[CH:19][CH:18]=1. Procedure: Crude (4-ethoxycarbonyl-2-hydroxymethylphenyl)(4-fluorophenyl)methanol (30 g) is dissolved in H3PO4 (60%, 250 ml) and the solution is heated to 80° C. for 1.5 hours. Water (300 ml) and EtOAc (100 ml) is added and the phases are separated. The aqueous phase is further extracted with EtOAc (100 ml). The organic phases are joined and the solvents are removed in vacuo. The yield of the remaining somewhat impure oil is 30 g. Yields the product Cl.ClC=1C=C(C=CC1Cl)[C@]1(CCNCCO1)COCC(=O)N (2-{[(7R)-7-(3,4-dichlorophenyl)-1,4-oxazepan-7-yl]methoxy}acetamide monohydrochloride). Procedure: Using tert-butyl (7R)-7-(3,4-dichlorophenyl)-7-(hydroxymethyl)-1,4-oxazepane-4-carboxylate and 2-bromoacetamide, and by a method similar to that of Example 363, step B and Example 39, step B, the title compound was obtained. Starting materials: ClC=1C=C(C=CC1Cl)[C@]1(CCN(CCO1)C(=O)OC(C)(C)C)CO (tert-butyl (7R)-7-(3,4-dichlorophenyl)-7-(hydroxymethyl)-1,4-oxazepane-4-carboxylate), BrCC(=O)N (2-bromoacetamide). Reaction SMILES: [Cl:1][C:2]1[CH:3]=[C:4]([C@:9]2([CH2:23][OH:24])[O:15][CH2:14][CH2:13][N:12](C(OC(C)(C)C)=O)[CH2:11][CH2:10]2)[CH:5]=[CH:6][C:7]=1[Cl:8].Br[CH2:26][C:27]([NH2:29])=[O:28]>>[ClH:1].[Cl:1][C:2]1[CH:3]=[C:4]([C@:9]2([CH2:23][O:24][CH2:26][C:27]([NH2:29])=[O:28])[O:15][CH2:14][CH2:13][NH:12][CH2:11][CH2:10]2)[CH:5]=[CH:6][C:7]=1[Cl:8] |f:2.3|. RXN SMILES: [C:1]([CH3:2])([CH3:3])([CH3:4])[O:5][C:6]([N:7]([CH:8]1[CH2:9][NH:10][CH2:11][CH2:12]1)[CH3:13])=[O:14].[CH2:38]1[O:39][CH2:40][CH2:41][CH2:42]1.[Cl:15][CH2:16][CH2:17][NH:18][C:19](=[O:20])[NH:21][c:22]1[cH:23][c:24]([CH3:32])[n:25][c:26]2[cH:27][cH:28][cH:29][cH:30][c:31]12.[Na+:37].[O-:33][C:34]([OH:35])=[O:36]>>[C:1]([CH3:2])([CH3:3])([CH3:4])[O:5][C:6]([N:7]([CH:8]1[CH2:9][N:10]([CH2:16][CH2:17][NH:18][C:19](=[O:20])[NH:21][c:22]2[cH:23][c:24]([CH3:32])[n:25][c:26]3[cH:27][cH:28][cH:29][cH:30][c:31]23)[CH2:11][CH2:12]1)[CH3:13])=[O:14]. Product: Cc1cc(NC(=O)NCCN2CCC(N(C)C(=O)OC(C)(C)C)C2)c2ccccc2n1. Reactants: CN(C(=O)OC(C)(C)C)C1CCNC1, C1CCOC1, Cc1cc(NC(=O)NCCCl)c2ccccc2n1, [Na+], O=C([O-])O. Yields the product FC1=C(C=C(C(=C1)C)S(=O)CC(F)(F)F)N1N=C(C=C1NCC#C)OCC(C(F)(F)F)(F)F (1-{2-fluoro-4-methyl-5-(2,2,2-trifluoroethylsulfinyl)phenyl}-3-(2,2,3,3,3-pentafluoropropoxy)-5-(2-propynylamino)pyrazole). Conditions: time 1 hour. Reactants: FC1=C(C=C(C(=C1)C)SCC(F)(F)F)N1N=C(C=C1NCC#C)OCC(C(F)(F)F)(F)F (1-{2-fluoro-4-methyl-5-(2,2,2-trifluoroethylthio)phenyl}-3-(2,2,3,3,3-pentafluoropropoxy)-5-(2-propynylamino)pyrazole), ClC1=CC(=CC=C1)C(=O)OO (m-chloroperbenzoic acid). RXN SMILES: [F:1][C:2]1[CH:7]=[C:6]([CH3:8])[C:5]([S:9][CH2:10][C:11]([F:14])([F:13])[F:12])=[CH:4][C:3]=1[N:15]1[C:19]([NH:20][CH2:21][C:22]#[CH:23])=[CH:18][C:17]([O:24][CH2:25][C:26]([F:32])([F:31])[C:27]([F:30])([F:29])[F:28])=[N:16]1.ClC1C=CC=C(C(OO)=[O:41])C=1>C(Cl)(Cl)Cl>[F:1][C:2]1[CH:7]=[C:6]([CH3:8])[C:5]([S:9]([CH2:10][C:11]([F:12])([F:13])[F:14])=[O:41])=[CH:4][C:3]=1[N:15]1[C:19]([NH:20][CH2:21][C:22]#[CH:23])=[CH:18][C:17]([O:24][CH2:25][C:26]([F:31])([F:32])[C:27]([F:28])([F:29])[F:30])=[N:16]1. Isolated yield 74.1%. Solvent: C(Cl)(Cl)Cl (chloroform). Reported procedure: 0.51 g of 1-{2-fluoro-4-methyl-5-(2,2,2-trifluoroethylthio)phenyl}-3-(2,2,3,3,3-pentafluoropropoxy)-5-(2-propynylamino)pyrazole was dissolved in 10 mL of chloroform, and 240 mg of m-chloroperbenzoic acid (purity: 75%) was added under cooling with ice. After stirring for 1 hour under cooling with ice, the solution was washed with an aqueous sodium thiosulfate solution and then washed with an aqueous sodium hydrogen carbonate solution and then dried over anhydrous sodium sulfate. The solvent was d... Product: C1(CCC1)N1CCN(CC1)C(=O)C=1C=C2C=C(N(C2=CC1)C(C)C)C(=O)N1CCS(CC1)(=O)=O ([5-(4-Cyclobutyl-piperazine-1-carbonyl)-1-isopropyl-1H-indol-2-yl]-(1,1-dioxothiomorpholin-4-yl)-methanone). Solvent: CN(C=O)C (N,N-dimethylformamide). Reactants: C1(CCC1)N1CCN(CC1)C(=O)C=1C=C2C=C(NC2=CC1)C(=O)N1CCS(CC1)(=O)=O ([5-(4-Cyclobutyl-piperazine-1-carbonyl)-1H-indol-2-yl]-(1,1-dioxothiomorpholin-4-yl)-methanone), [H-].[Na+] (sodium hydride), BrC(C)C (2-bromopropane). Procedure details: The title compound was synthesized in analogy to example 51, from [5-(4-cyclobutyl-piperazine-1-carbonyl)-1H-indol-2-yl]-(1,1-dioxothiomorpholin-4-yl)-methanone (example 202), sodium hydride and 2-bromopropane in N,N-dimethylformamide, to give the desired product as a light brown foam (49%). Isolated yield 49.0%. RXN SMILES: [CH:1]1([N:5]2[CH2:10][CH2:9][N:8]([C:11]([C:13]3[CH:14]=[C:15]4[C:19](=[CH:20][CH:21]=3)[NH:18][C:17]([C:22]([N:24]3[CH2:29][CH2:28][S:27](=[O:31])(=[O:30])[CH2:26][CH2:25]3)=[O:23])=[CH:16]4)=[O:12])[CH2:7][CH2:6]2)[CH2:4][CH2:3][CH2:2]1.[H-].[Na+].Br[CH:35]([CH3:37])[CH3:36]>CN(C)C=O>[CH:1]1([N:5]2[CH2:6][CH2:7][N:8]([C:11]([C:13]3[CH:14]=[C:15]4[C:19](=[CH:20][CH:21]=3)[N:18]([CH:35]([CH3:37])[CH3:36])[C:17]([C:22]([N:24]3[CH2:29][CH2:28][S:27](=[O:30])(=[O:31])[CH2:26][CH2:25]3)=[O:23])=[CH:16]4)=[O:12])[CH2:9][CH2:10]2)[CH2:2][CH2:3][CH2:4]1 |f:1.2|.